Dataset: the Open Reaction Database (ORD), a public repository of structured organic reaction records. Task: describe an organic reaction: reactants, conditions, products, and yield The reactants are COC(=O)COc1ccc(CCCBr)cc1, CNCCNC(=O)c1nc(Cl)c(N)nc1N, CC(C)=O, [Na+], [Na+], O=C([O-])[O-]. The product is COC(=O)COc1ccc(CCCN(C)CCNC(=O)c2nc(Cl)c(N)nc2N)cc1. Reaction SMILES: [CH3:17][O:18][C:19]([CH2:20][O:21][c:22]1[cH:23][cH:24][c:25]([CH2:28][CH2:29][CH2:30][Br:31])[cH:26][cH:27]1)=[O:32].[CH3:1][NH:2][CH2:3][CH2:4][NH:5][C:6](=[O:7])[c:8]1[n:9][c:10]([Cl:16])[c:11]([NH2:15])[n:12][c:13]1[NH2:14].[CH3:39][C:40](=[O:41])[CH3:42].[Na+:33].[Na+:34].[O-:35][C:36](=[O:37])[O-:38]>>[CH3:1][N:2]([CH2:3][CH2:4][NH:5][C:6](=[O:7])[c:8]1[n:9][c:10]([Cl:16])[c:11]([NH2:15])[n:12][c:13]1[NH2:14])[CH2:30][CH2:29][CH2:28][c:25]1[cH:24][cH:23][c:22]([O:21][CH2:20][C:19]([O:18][CH3:17])=[O:32])[cH:27][cH:26]1.